From a dataset of the Open Reaction Database (ORD), a public repository of structured organic reaction records. describe an organic reaction: reactants, conditions, products, and yield Reactants: BrC1=CC=C(C=C1)C(C\C(=N/O)\C1=CC=NC=C1)C1=CC=CC=C1 ((E)-3-(4-Bromo-phenyl)-3-phenyl-1-pyridin-4-yl-propan-1-one oxime), CS(=O)(=O)C1=CC=C(C=C1)B(O)O ((4-methylsulfonylphenyl)boronic acid). Product: CS(=O)(=O)C1=CC=C(C=C1)C1=CC=C(C=C1)C(C\C(=N/O)\C1=CC=NC=C1)C1=CC=CC=C1 ((E)-3-(4′-Methanesulfonyl-biphenyl-4-yl)-3-phenyl-1-pyridin-4-yl-propan-1-one oxime). Reaction SMILES: Br[C:2]1[CH:7]=[CH:6][C:5]([CH:8]([C:19]2[CH:24]=[CH:23][CH:22]=[CH:21][CH:20]=2)[CH2:9]/[C:10](/[C:13]2[CH:18]=[CH:17][N:16]=[CH:15][CH:14]=2)=[N:11]\[OH:12])=[CH:4][CH:3]=1.[CH3:25][S:26]([C:29]1[CH:34]=[CH:33][C:32](B(O)O)=[CH:31][CH:30]=1)(=[O:28])=[O:27]>>[CH3:25][S:26]([C:29]1[CH:34]=[CH:33][C:32]([C:2]2[CH:7]=[CH:6][C:5]([CH:8]([C:19]3[CH:24]=[CH:23][CH:22]=[CH:21][CH:20]=3)[CH2:9]/[C:10](/[C:13]3[CH:18]=[CH:17][N:16]=[CH:15][CH:14]=3)=[N:11]\[OH:12])=[CH:4][CH:3]=2)=[CH:31][CH:30]=1)(=[O:28])=[O:27]. Procedure: In analogy to example 19, from (E)-3-(4-bromo-phenyl)-3-phenyl-1-pyridin-4-yl-propan-1-one oxime (example 5) and (4-methylsulfonylphenyl)boronic acid was prepared the title compound as a light yellow foam, MS (ESI+): m/z=457.2 ([M+H]+). Yield: 37.4%. Reported procedure: 1.9 g of 10-hydroxy-2,3,11-trimethoxy-5,6,13,13a-tetrahydro-8H-dibenzo[a, g]quinolizine hydrochloride was treated in the same manner as described in Example 6, using 2.0 g of 3,4-dimethoxycinnamoyl chloride and 20 ml of anhydrous pyridine and there was obtained 1.0 g (38.4% yield) of 5,6,13,13a-tetrahydro-2,3,11-trimethoxy-10-(3', 4'-dimethoxycinnamoyloxy)-8H-dibenzo[a, g] quinolizine as a pale brown powder. The methiodide derived from this compound was found to be in agreement with the methiodi... As a reaction SMILES: Cl.[OH:2][C:3]1[C:4]([O:25][CH3:26])=[CH:5][C:6]2[CH2:15][CH:14]3[N:9]([CH2:10][CH2:11][C:12]4[CH:19]=[C:18]([O:20][CH3:21])[C:17]([O:22][CH3:23])=[CH:16][C:13]=43)[CH2:8][C:7]=2[CH:24]=1.[CH3:27][O:28][C:29]1[CH:30]=[C:31]([CH:37]=[CH:38][C:39]=1[O:40][CH3:41])[CH:32]=[CH:33][C:34](Cl)=[O:35]>N1C=CC=CC=1>[CH3:23][O:22][C:17]1[C:18]([O:20][CH3:21])=[CH:19][C:12]2[CH2:11][CH2:10][N:9]3[CH:14]([CH2:15][C:6]4[CH:5]=[C:4]([O:25][CH3:26])[C:3]([O:2][C:34](=[O:35])[CH:33]=[CH:32][C:31]5[CH:37]=[CH:38][C:39]([O:40][CH3:41])=[C:29]([O:28][CH3:27])[CH:30]=5)=[CH:24][C:7]=4[CH2:8]3)[C:13]=2[CH:16]=1 |f:0.1|. Run in N1=CC=CC=C1 (pyridine). Reactants: Cl.OC=1C(=CC2=C(CN3CCC4=C(C3C2)C=C(C(=C4)OC)OC)C1)OC (10-hydroxy-2,3,11-trimethoxy-5,6,13,13a-tetrahydro-8H-dibenzo[a, g]quinolizine hydrochloride), COC=1C=C(C=CC(=O)Cl)C=CC1OC (3,4-dimethoxycinnamoyl chloride). The product is COC=1C(=CC2=C(C3CC4=C(CN3CC2)C=C(C(=C4)OC)OC(C=CC4=CC(=C(C=C4)OC)OC)=O)C1)OC (5,6,13,13a-tetrahydro-2,3,11-trimethoxy-10-(3', 4'-dimethoxycinnamoyloxy)-8H-dibenzo[a, g] quinolizine). Starting materials: COc1ccc2c(c1)C(c1ccccc1)=Nn1c(nc(Br)c1-c1cccnc1)C2, C=C(OCC)[Sn](CCCC)(CCCC)CCCC, Cc1ccccc1, CCOC(C)=O, CN(C)C=O, Cl, N. Yields the product COc1ccc2c(c1)C(c1ccccc1)=Nn1c(nc(C(C)=O)c1-c1cccnc1)C2. As a reaction SMILES: [Br:1][c:2]1[n:3][c:4]2[n:5]([c:23]1-[c:24]1[cH:25][n:26][cH:27][cH:28][cH:29]1)[N:6]=[C:7]([c:17]1[cH:18][cH:19][cH:20][cH:21][cH:22]1)[c:8]1[c:9]([cH:11][cH:12][c:13]([O:15][CH3:16])[cH:14]1)[CH2:10]2.[CH2:30]([CH3:31])[O:32][C:33]([Sn:34]([CH2:35][CH2:36][CH2:37][CH3:38])([CH2:39][CH2:40][CH2:41][CH3:42])[CH2:43][CH2:44][CH2:45][CH3:46])=[CH2:47].[CH3:50][c:51]1[cH:52][cH:53][cH:54][cH:55][cH:56]1.[CH3:57][CH2:58][O:59][C:60](=[O:61])[CH3:62].[CH3:63][N:64]([CH3:65])[CH:66]=[O:67].[ClH:48].[NH3:49]>>[c:2]1([C:30]([CH3:31])=[O:32])[n:3][c:4]2[n:5]([c:23]1-[c:24]1[cH:25][n:26][cH:27][cH:28][cH:29]1)[N:6]=[C:7]([c:17]1[cH:18][cH:19][cH:20][cH:21][cH:22]1)[c:8]1[c:9]([cH:11][cH:12][c:13]([O:15][CH3:16])[cH:14]1)[CH2:10]2. Reactants: O(C1=CC=CC=C1)C1=NC=C(C=C1)B1OC(C(O1)(C)C)(C)C (2-phenoxy-5-(4,4,5,5-tetramethyl-1,3,2-dioxaborolan-2-yl)pyridine), O1CCOC12CCC(CC2)N2N=C(C=1C2=NC=NC1N)I (1-(1,4-dioxaspiro[4.5]dec-8-yl)-3-iodo-1H-pyrazolo[3,4-d]pyrimidin-4-ylamine), O1CCOC12CCC(CC2)N2N=C(C=1C2=NC=NC1N)I (1-(1,4-dioxaspiro[4.5]dec-8-yl)-3-iodo-1H-pyrazolo[3,4-d]pyrimidin-4-ylamine), C([O-])([O-])=O.[Na+].[Na+] (sodium carbonate), C(C)#N (acetonitrile). The reagents and catalysts are C=1C=CC(=CC1)[P](C=2C=CC=CC2)(C=3C=CC=CC3)[Pd]([P](C=4C=CC=CC4)(C=5C=CC=CC5)C=6C=CC=CC6)([P](C=7C=CC=CC7)(C=8C=CC=CC8)C=9C=CC=CC9)[P](C=1C=CC=CC1)(C=1C=CC=CC1)C=1C=CC=CC1 (tetrakis(triphenylphosphine)palladium). Solvent: C(C)OCC (diethyl ether), COCCOC (ethylene glycol dimethyl ether), O (water). Product: O1CCOC12CCC(CC2)N2N=C(C=1C2=NC=NC1N)C=1C=NC(=CC1)OC1=CC=CC=C1 (1-(1,4-dioxaspiro[4.5]dec-8-yl)-3-(6-phenoxy-3-pyridyl)-1H-pyrazolo[3,4-d]pyrimidin-4-amine). Yield: 71.9%. RXN SMILES: [O:1]([C:8]1[CH:13]=[CH:12][C:11](B2OC(C)(C)C(C)(C)O2)=[CH:10][N:9]=1)[C:2]1[CH:7]=[CH:6][CH:5]=[CH:4][CH:3]=1.[O:23]1[C:27]2([CH2:32][CH2:31][CH:30]([N:33]3[C:37]4=[N:38][CH:39]=[N:40][C:41]([NH2:42])=[C:36]4[C:35](I)=[N:34]3)[CH2:29][CH2:28]2)[O:26][CH2:25][CH2:24]1.C(=O)([O-])[O-].[Na+].[Na+].C(#N)C>COCCOC.O.C1C=CC([P]([Pd]([P](C2C=CC=CC=2)(C2C=CC=CC=2)C2C=CC=CC=2)([P](C2C=CC=CC=2)(C2C=CC=CC=2)C2C=CC=CC=2)[P](C2C=CC=CC=2)(C2C=CC=CC=2)C2C=CC=CC=2)(C2C=CC=CC=2)C2C=CC=CC=2)=CC=1.C(OCC)C>[O:23]1[C:27]2([CH2:28][CH2:29][CH:30]([N:33]3[C:37]4=[N:38][CH:39]=[N:40][C:41]([NH2:42])=[C:36]4[C:35]([C:11]4[CH:10]=[N:9][C:8]([O:1][C:2]5[CH:3]=[CH:4][CH:5]=[CH:6][CH:7]=5)=[CH:13][CH:12]=4)=[N:34]3)[CH2:31][CH2:32]2)[O:26][CH2:25][CH2:24]1 |f:2.3.4,^1:63,65,84,103|. Procedure details: A mixture of 2-phenoxy-5-(4,4,5,5-tetramethyl-1,3,2-dioxaborolan-2-yl)pyridine (Intermediate AG) (1.1 g, 0.0037 mol), 1-(1,4-dioxaspiro[4.5]dec-8-yl)-3-iodo-1H-pyrazolo[3,4-d]pyrimidin-4-amine (Intermediate N) (1.29 g, 0.0032 mol), tetrakis(triphenylphosphine)palladium (0.22 g, 0.00019 mol) and sodium carbonate (0.85 g, 0.008 mol) was heated in a mixture of ethylene glycol dimethyl ether (40 mL) and water (20 mL) at 80° C. for 16 hours under an atmosphere of nitrogen. The mixture was allowed to ... Starting materials: CC(=O)O, CNC1CCN(C)CC1, O=Cc1cc2c(N3CCOCC3)nc(Cl)nc2s1, ClCCCl. Yields the product CN1CCC(N(C)Cc2cc3c(N4CCOCC4)nc(Cl)nc3s2)CC1. Reaction SMILES: [C:28]([OH:29])(=[O:30])[CH3:31].[CH3:19][NH:20][CH:21]1[CH2:22][CH2:23][N:24]([CH3:27])[CH2:25][CH2:26]1.[Cl:1][c:2]1[n:3][c:4]([N:13]2[CH2:14][CH2:15][O:16][CH2:17][CH2:18]2)[c:5]2[c:6]([n:7]1)[s:8][c:9]([CH:11]=[O:12])[cH:10]2.[Cl:32][CH2:33][CH2:34][Cl:35]>>[Cl:1][c:2]1[n:3][c:4]([N:13]2[CH2:14][CH2:15][O:16][CH2:17][CH2:18]2)[c:5]2[c:6]([n:7]1)[s:8][c:9]([CH2:11][N:20]([CH3:19])[CH:21]1[CH2:22][CH2:23][N:24]([CH3:27])[CH2:25][CH2:26]1)[cH:10]2. Reactants: ClCCl, COc1cccc2c1CC1=C(O2)C(=O)N(C(CC2CCCCC2)C(=O)O)C1, O=C(Cl)C(=O)Cl, Nc1ccccn1, O. Yields the product COc1cccc2c1CC1=C(O2)C(=O)N(C(CC2CCCCC2)C(=O)Nc2ccccn2)C1. RXN SMILES: [CH2:41]([Cl:42])[Cl:43].[CH3:1][O:2][c:3]1[c:4]2[c:24]([cH:25][cH:26][cH:27]1)[O:23][C:7]1=[C:6]([CH2:5]2)[CH2:10][N:9]([CH:11]([C:12](=[O:13])[OH:14])[CH2:15][CH:16]2[CH2:17][CH2:18][CH2:19][CH2:20][CH2:21]2)[C:8]1=[O:22].[Cl:28][C:29]([C:30]([Cl:31])=[O:32])=[O:33].[NH2:34][c:35]1[n:36][cH:37][cH:38][cH:39][cH:40]1.[OH2:44]>>[CH3:1][O:2][c:3]1[c:4]2[c:24]([cH:25][cH:26][cH:27]1)[O:23][C:7]1=[C:6]([CH2:5]2)[CH2:10][N:9]([CH:11]([C:12](=[O:13])[NH:34][c:35]2[n:36][cH:37][cH:38][cH:39][cH:40]2)[CH2:15][CH:16]2[CH2:17][CH2:18][CH2:19][CH2:20][CH2:21]2)[C:8]1=[O:22]. Reactants: C([O-])([O-])=O.[K+].[K+] (potassium carbonate), CC1=NC(=NC(=C1)C)S (4,6-dimethyl-2-mercaptopyrimidine), CI (methyl iodide). Run in CC(=O)C (acetone). The product is CSC1=NC(=CC(=N1)C)C (2-methylthio-4,6-dimethylpyrimidine). The yield is 82.3%. Reaction SMILES: C(=O)([O-])[O-].[K+].[K+].[CH3:7][C:8]1[CH:13]=[C:12]([CH3:14])[N:11]=[C:10]([SH:15])[N:9]=1.[CH3:16]I>CC(C)=O>[CH3:16][S:15][C:10]1[N:11]=[C:12]([CH3:14])[CH:13]=[C:8]([CH3:7])[N:9]=1 |f:0.1.2|. Procedure: A suspension of potassium carbonate (27.6 g, 0.2 mol) in a solution of 4,6-dimethyl-2-mercaptopyrimidine (14 g, 0.1 mol) and methyl iodide (18.7 ml, 0.3 mol) in acetone (200 ml) was heated under reflux for 3 hours. The reaction mixture was allowed to cool before being filtered and then evaporated in vacuo. Distillation of the mixture at a pressure of 0.01 mmHg afforded 12.7 g 2-methylthio-4,6-dimethylpyrimidine as a white solid. A portion of this solid (4.42 g, 28.7 mmol) was dissolved in dichlo... The reactants are C(C1=CC=CC=C1)OCC(O)C1=CC2=C(N=CN2)C(=C1NC1=C(C=C(C=C1)Br)Cl)F (2-Benzyloxy-1-[6-(4-bromo-2-chloro-phenylamino)-7-fluoro-3H-benzoimidazol-5-yl]-ethanol), C(=O)(O)[O-].[Na+] (NaHCO3), O.O.O.O.O.S(=S)(=O)([O-])[O-].[Na+].[Na+] (sodium thiosulfate pentahydrate). Product: C(C1=CC=CC=C1)OCC(=O)C1=CC2=C(N=CN2)C(=C1NC1=C(C=C(C=C1)Br)Cl)F (2-Benzyloxy-1-[6-(4-bromo-2-chloro-phenylamino)-7-fluoro-3H-benzoimidazol-5-yl]-ethanone). As a reaction SMILES: [CH2:1]([O:8][CH2:9][CH:10]([C:12]1[C:20]([NH:21][C:22]2[CH:27]=[CH:26][C:25]([Br:28])=[CH:24][C:23]=2[Cl:29])=[C:19]([F:30])[C:15]2[N:16]=[CH:17][NH:18][C:14]=2[CH:13]=1)[OH:11])[C:2]1[CH:7]=[CH:6][CH:5]=[CH:4][CH:3]=1.C([O-])(O)=O.[Na+].O.O.O.O.O.S([O-])([O-])(=O)=S.[Na+].[Na+]>>[CH2:1]([O:8][CH2:9][C:10]([C:12]1[C:20]([NH:21][C:22]2[CH:27]=[CH:26][C:25]([Br:28])=[CH:24][C:23]=2[Cl:29])=[C:19]([F:30])[C:15]2[N:16]=[CH:17][NH:18][C:14]=2[CH:13]=1)=[O:11])[C:2]1[CH:7]=[CH:6][CH:5]=[CH:4][CH:3]=1 |f:1.2,3.4.5.6.7.8.9.10|. Procedure: The title compound is prepared from 2-benzyloxy-1-[6-(4-bromo-2-chloro-phenylamino)-7-fluoro-3H-benzoimidazol-5-yl]-ethanol 10r by the procedure described in Example 42, Step B except that the reaction mixture is not treated with saturated aqueous NaHCO3 containing sodium thiosulfate pentahydrate: MS APCI (+) m/z 488, 490 (M+, Br pattern) detected; 1H NMR (400 MHz, CD3OD) δ 8.37 (s, 1H), 8.02 (s, 1H), 7.51 (d, 1H), 7.26 (m, 5H), 7.19 (dd, 1H), 6.46 (dd, 1H), 4.77 (s, 2H), 4.58 (s, 2H); 19F NMR (... Reactants: [BH3-]C#N, C=CCSC(C)(C)C=O, CO, CC(=O)O, Cl, CC(C)(S)CNc1ccccc1N, [Na+]. The product is C=CCSC(C)(C)CNc1ccccc1NCC(C)(C)S. As a reaction SMILES: [C:23]([BH3-:24])#[N:25].[CH2:14]([CH:15]=[CH2:16])[S:17][C:18]([CH:19]=[O:20])([CH3:21])[CH3:22].[CH3:28][OH:29].[CH3:30][C:31](=[O:32])[OH:33].[ClH:27].[NH2:1][c:2]1[c:3]([NH:8][CH2:9][C:10]([CH3:11])([CH3:12])[SH:13])[cH:4][cH:5][cH:6][cH:7]1.[Na+:26]>>[NH:1]([c:2]1[c:3]([NH:8][CH2:9][C:10]([CH3:11])([CH3:12])[SH:13])[cH:4][cH:5][cH:6][cH:7]1)[CH2:19][C:18]([S:17][CH2:14][CH:15]=[CH2:16])([CH3:21])[CH3:22]. Starting materials: CO, CI, Cc1nc(C)c(CCO)c(=O)[nH]1. The product is Cc1nc(C)n(C)c(=O)c1CCO. Reaction SMILES: [CH3:15][OH:16].[I:13][CH3:14].[OH:1][CH2:2][CH2:3][c:4]1[c:5](=[O:12])[nH:6][c:7]([CH3:11])[n:8][c:9]1[CH3:10]>>[OH:1][CH2:2][CH2:3][c:4]1[c:5](=[O:12])[n:6]([CH3:14])[c:7]([CH3:11])[n:8][c:9]1[CH3:10].